This data is from the Open Reaction Database (ORD), a public repository of structured organic reaction records. The task is: describe an organic reaction: reactants, conditions, products, and yield Starting materials: COC(=O)C1=C(C2=CC=CC=C2C=C1)Br (1-bromo-naphthalene-2-carboxylic acid methyl ester). The reagents and catalysts are C=1C=CC(=CC1)/C=C/C(=O)/C=C/C2=CC=CC=C2.C=1C=CC(=CC1)/C=C/C(=O)/C=C/C2=CC=CC=C2.C=1C=CC(=CC1)/C=C/C(=O)/C=C/C2=CC=CC=C2.[Pd].[Pd] (tris(dibenzylideneacetone)dipalladium(0)). Conditions: time 2 hour. The product is COC(=O)C1=C(C2=CC=CC=C2C=C1)C=CCCC1=CC=CC=C1 (1-(4-Phenyl-but-1-enyl)-naphthalene-2-carboxylic acid methyl ester). As a reaction SMILES: [CH3:1][O:2][C:3]([C:5]1[CH:14]=[CH:13][C:12]2[C:7](=[CH:8][CH:9]=[CH:10][CH:11]=2)[C:6]=1Br)=[O:4]>C1C=CC(/C=C/C(/C=C/C2C=CC=CC=2)=O)=CC=1.C1C=CC(/C=C/C(/C=C/C2C=CC=CC=2)=O)=CC=1.C1C=CC(/C=C/C(/C=C/C2C=CC=CC=2)=O)=CC=1.[Pd].[Pd]>[CH3:1][O:2][C:3]([C:5]1[CH:14]=[CH:13][C:12]2[C:7](=[CH:8][CH:9]=[CH:10][CH:11]=2)[C:6]=1[CH:11]=[CH:10][CH2:9][CH2:8][C:7]1[CH:12]=[CH:13][CH:14]=[CH:5][CH:6]=1)=[O:4] |f:1.2.3.4.5|. Procedure details: 530 mg g 1-bromo-naphthalene-2-carboxylic acid methyl ester and 9 mg tris(dibenzylideneacetone)dipalladium(0) were placed in a reaction vial, which was evacuated and backfilled with argon three times. Via septum 125 μl tri-tert.butylphosphine (10% in hexane), 291 mg 4-phenyl-1-butene, 470 μl N,N-dicyclohexylmethylamine and 1.8 ml dioxane were added. After 2 h at 80° C., the reaction mixture was cooled and filtrated over silica with diethyl ether. After concentration of the organic phase the resu... Starting materials: resultant mixture, COC(C1=NC(=C(C=C1)OC)OC1=CC(=CC=C1)C(F)(F)F)=O (5-methoxy-6-[3-(trifluoromethyl)phenoxy] picolinic acid methyl ester), aqueous solution, [OH-].[Na+] (sodium hydroxide), Cl (hydrochloric acid). Run in C(C)O (ethyl alcohol). Run at temperature 70 celsius, time 1.5 hour. Product: COC=1C=CC(=NC1OC1=CC(=CC=C1)C(F)(F)F)C(=O)O (5-methoxy-6-[3-(trifluoromethyl)phenoxy] picolinic acid). Reaction SMILES: C[O:2][C:3](=[O:23])[C:4]1[CH:9]=[CH:8][C:7]([O:10][CH3:11])=[C:6]([O:12][C:13]2[CH:18]=[CH:17][CH:16]=[C:15]([C:19]([F:22])([F:21])[F:20])[CH:14]=2)[N:5]=1.[OH-].[Na+].Cl>C(O)C>[CH3:11][O:10][C:7]1[CH:8]=[CH:9][C:4]([C:3]([OH:23])=[O:2])=[N:5][C:6]=1[O:12][C:13]1[CH:18]=[CH:17][CH:16]=[C:15]([C:19]([F:21])([F:22])[F:20])[CH:14]=1 |f:1.2|. Procedure details: 5-methoxy-6-[3-(trifluoromethyl)phenoxy] picolinic acid methyl ester (0.7 g, 0.0021 mol) was dissolved in 2.8 ml of ethyl alcohol. One milliliter of an aqueous solution of sodium hydroxide (0.102 g, 0.0021×1.2 mol) was added to the obtained solution. The resultant mixture was heated and stirred at 70° C. for 1.5 hours. After cooling, the obtained reaction solution was mixed with 2 ml of concentrated hydrochloric acid, thereby precipitating solids. The precipitated solids were filtered out from t... Reactants: C(C)OC(C(CCC(C)C)(CNC1=CC=CC=C1)C)=O (2,5-Dimethyl-2-phenylaminomethyl-hexanoic acid ethyl ester), CS(=O)(=O)NCC1=CSC=2NC(=NS(C21)(=O)=O)CC(=O)O ([7-(Methanesulfonylamino-methyl)-1,1-dioxo-1,4-dihydro-1λ6-thieno[2,3-e][1,2,4]thiadiazin-3-yl]-acetic acid), Cl.CN(CCCN=C=NCC)C (1-(3-dimethylaminopropyl)-3-ethylcarbodiimide hydrochloride), [O-]CC.[Na+] (sodium ethoxide), C(C)O (ethanol). The solvent is CN(C=O)C (N,N-dimethylformamide). Run at temperature 25 celsius, time 5 hour. Product: OC1=C(C(N(CC1(CCC(C)C)C)C1=CC=CC=C1)=O)C1=NS(C2=C(N1)SC=C2CNS(=O)(=O)C)(=O)=O (N-{3-[4-hydroxy-5-methyl-5-(3-methyl-butyl)-2-oxo-1-phenyl-1,2,5,6-tetrahydro-pyridin-3-yl]-1,1-dioxo-1,4-dihydro-1λ6-thieno[2,3-e][1,2,4]thiadiazin-7-ylmethyl}-methanesulfonamide). Yield: 38.9%. As a reaction SMILES: C(O[C:4](=[O:20])[C:5]([CH3:19])([CH2:11][NH:12][C:13]1[CH:18]=[CH:17][CH:16]=[CH:15][CH:14]=1)[CH2:6][CH2:7][CH:8]([CH3:10])[CH3:9])C.[CH3:21][S:22]([NH:25][CH2:26][C:27]1[C:35]2[S:34](=[O:37])(=[O:36])[N:33]=[C:32]([CH2:38][C:39](O)=[O:40])[NH:31][C:30]=2[S:29][CH:28]=1)(=[O:24])=[O:23].Cl.CN(C)CCCN=C=NCC.[O-]CC.[Na+].C(O)C>CN(C)C=O>[OH:20][C:4]1[C:5]([CH3:19])([CH2:6][CH2:7][CH:8]([CH3:9])[CH3:10])[CH2:11][N:12]([C:13]2[CH:14]=[CH:15][CH:16]=[CH:17][CH:18]=2)[C:39](=[O:40])[C:38]=1[C:32]1[NH:31][C:30]2[S:29][CH:28]=[C:27]([CH2:26][NH:25][S:22]([CH3:21])(=[O:23])=[O:24])[C:35]=2[S:34](=[O:37])(=[O:36])[N:33]=1 |f:2.3,4.5|. Procedure: 2,5-Dimethyl-2-phenylaminomethyl-hexanoic acid ethyl ester (0.10 g, 0.36 mmol) was dissolved in N,N-dimethylformamide (4 mL). [7-(Methanesulfonylamino-methyl)-1,1-dioxo-1,4-dihydro-1λ6-thieno[2,3-e][1,2,4]thiadiazin-3-yl]-acetic acid (prepared as described in Example 2c; 0.127 g, 0.36 mmol) was added followed by 1-(3-dimethylaminopropyl)-3-ethylcarbodiimide hydrochloride (0.083 g, 0.43 mmol). The mixture was stirred at 25° C. for 5 h. The solvent was removed in vacuo then re-dissolved in ethanol... Starting materials: [Br-], CSc1ccc(-c2sc(C(C)=O)nc2-c2cccc(-c3cc(C(C)(C)S(C)(=O)=O)cc4cccnc34)c2)cc1, CO, [Mg+]c1ccc(Cl)cc1, ClCCl. Yields the product CSc1ccc(-c2sc(C(C)(O)c3ccc(Cl)cc3)nc2-c2cccc(-c3cc(C(C)(C)S(C)(=O)=O)cc4cccnc34)c2)cc1. RXN SMILES: [Br-:1].[CH3:10][C:11]([CH3:12])([S:13](=[O:14])(=[O:15])[CH3:16])[c:17]1[cH:18][c:19]2[cH:20][cH:21][cH:22][n:23][c:24]2[c:25](-[c:27]2[cH:28][c:29](-[c:33]3[n:34][c:35]([C:46]([CH3:47])=[O:48])[s:36][c:37]3-[c:38]3[cH:39][cH:40][c:41]([S:44][CH3:45])[cH:42][cH:43]3)[cH:30][cH:31][cH:32]2)[cH:26]1.[CH3:52][OH:53].[Cl:2][c:3]1[cH:4][cH:5][c:6]([Mg+:9])[cH:7][cH:8]1.[Cl:49][CH2:50][Cl:51]>>[Cl:2][c:3]1[cH:4][cH:5][c:6]([C:46]([c:35]2[n:34][c:33](-[c:29]3[cH:28][c:27](-[c:25]4[c:24]5[c:19]([cH:18][c:17]([C:11]([CH3:10])([CH3:12])[S:13](=[O:14])(=[O:15])[CH3:16])[cH:26]4)[cH:20][cH:21][cH:22][n:23]5)[cH:32][cH:31][cH:30]3)[c:37](-[c:38]3[cH:39][cH:40][c:41]([S:44][CH3:45])[cH:42][cH:43]3)[s:36]2)([CH3:47])[OH:48])[cH:7][cH:8]1. Reactants: N1(N=CC=C1)C1=CC=C(CC=2C(=CC(=C(C(=O)OC)C2)C=C)C2CC2)C=C1 (methyl 5-(4-(1H-pyrazol-1-yl)benzyl)-4-cyclopropyl-2-vinylbenzoate), CC(=O)C (acetone), C(C)#N (acetonitrile), I(=O)(=O)(=O)[O-].[Na+] (sodium periodate). The reagents and catalysts are [Os]=O (osmium oxide), [Os]=O (osmium oxide). The solvent is O (water). Run at time 8 hour. Product: N1(N=CC=C1)C1=CC=C(CC=2C(=CC(=C(C(=O)OC)C2)C=O)C2CC2)C=C1 (methyl 5-(4-(1H-pyrazol-1-yl)benzyl)-4-cyclopropyl-2-formylbenzoate). As a reaction SMILES: [N:1]1([C:6]2[CH:27]=[CH:26][C:9]([CH2:10][C:11]3[C:12]([CH:23]4[CH2:25][CH2:24]4)=[CH:13][C:14]([CH:21]=C)=[C:15]([CH:20]=3)[C:16]([O:18][CH3:19])=[O:17])=[CH:8][CH:7]=2)[CH:5]=[CH:4][CH:3]=[N:2]1.CC(C)=[O:30].C(#N)C.I([O-])(=O)(=O)=O.[Na+]>[Os]=O.O>[N:1]1([C:6]2[CH:27]=[CH:26][C:9]([CH2:10][C:11]3[C:12]([CH:23]4[CH2:24][CH2:25]4)=[CH:13][C:14]([CH:21]=[O:30])=[C:15]([CH:20]=3)[C:16]([O:18][CH3:19])=[O:17])=[CH:8][CH:7]=2)[CH:5]=[CH:4][CH:3]=[N:2]1 |f:3.4|. Reported procedure: To a solution of methyl 5-(4-(1H-pyrazol-1-yl)benzyl)-4-cyclopropyl-2-vinylbenzoate (0.22 g) in a mixed solvent of acetone (4.40 ml)-acetonitrile (4.40 mL)-water (4.40 mL) were added osmium oxide (fixed catalyst I) (0.08 g) and sodium periodate (0.65 g), and the mixture was stirred overnight at room temperature. The reaction mixture was filtered, and the filtrate was extracted with ethyl acetate. The organic layer was washed with water and saturated brine, and dried over anhydrous sodium sulfate... Reactants: CC=1N=C(C2=C(N(COC2)C2=C(C=C(C=C2C)C)C)N1)C(CC)=O (1-[7-methyl-1-(2,4,6-trimethyl-phenyl)-1,4-dihydro-2H-pyrimido[4,5-d][1,3]oxazin-5-yl]-propan-1-one), Cl.NO (hydroxylamine hydrochloride), C(C)(=O)[O-].[Na+] (sodium acetate). Run in C(C)O (ethanol). Reaction conditions: time 8 hour. The product is CC=1N=C(C2=C(N(COC2)C2=C(C=C(C=C2C)C)C)N1)\C(\CC)=N/O ((Z)-1-[7-Methyl-1-(2,4,6-trimethyl-phenyl)-1,4-dihydro-2H-pyrimido[4,5-d][1,3]oxazin-5-yl]-propan-1-one oxime). Yield: 97.3%. RXN SMILES: [CH3:1][C:2]1[N:3]=[C:4]([C:21](=O)[CH2:22][CH3:23])[C:5]2[CH2:10][O:9][CH2:8][N:7]([C:11]3[C:16]([CH3:17])=[CH:15][C:14]([CH3:18])=[CH:13][C:12]=3[CH3:19])[C:6]=2[N:20]=1.Cl.[NH2:26][OH:27].C([O-])(=O)C.[Na+]>C(O)C>[CH3:1][C:2]1[N:3]=[C:4](/[C:21](=[N:26]\[OH:27])/[CH2:22][CH3:23])[C:5]2[CH2:10][O:9][CH2:8][N:7]([C:11]3[C:16]([CH3:17])=[CH:15][C:14]([CH3:18])=[CH:13][C:12]=3[CH3:19])[C:6]=2[N:20]=1 |f:1.2,3.4|. Procedure: A mixture of 1-[7-methyl-1-(2,4,6-trimethyl-phenyl)-1,4-dihydro-2H-pyrimido[4,5-d][1,3]oxazin-5-yl]-propan-1-one (50 mg, 0.154 mmol), hydroxylamine hydrochloride (43 mg, 0.62 mmol), and sodium acetate (57 mg, 0.693 mmol) in ethanol (4 ml) was stirred at room temperature overnight. The mixture was concentrated to dryness, then diluted with water, and extracted with 3 times with ethyl acetate. The organic layer was separated, dried (MgSO4) and concentrated to dryness to give 51 mg of a mixture of ... Reactants: [Si](C)(C)(C(C)(C)C)O[C@@H](C=O)C ((2R)-2-(t-butyldimethylsilyloxy)propanal), P(OC(SC1=CC=C(C=C1)OC)(CC)CC)([O-])=O (diethyl-p-methoxyphenylthiomethyl phosphonate), resultant mixture, [Li]CCCC (n-BuLi). Run in O1CCCC1 (tetrahydrofuran), O1CCCC1 (tetrahydrofuran). Run at temperature 0 celsius, time 1.5 hour. The product is [Si](C)(C)(C(C)(C)C)O[C@@H](/C=C/SC1=CC=C(C=C1)OC)C ((E)-(3R)-3-t-butyldimethylsilyloxy-1-(p-methoxyphenylthio)-1-butene). The yield is 90.0%. Reaction SMILES: P(=O)([O-])O[C:3](CC)(CC)[S:4][C:5]1[CH:10]=[CH:9][C:8]([O:11][CH3:12])=[CH:7][CH:6]=1.[Li]CCCC.[Si:24]([O:31][C@H:32]([CH3:35])[CH:33]=O)([C:27]([CH3:30])([CH3:29])[CH3:28])([CH3:26])[CH3:25]>O1CCCC1>[Si:24]([O:31][C@H:32]([CH3:35])/[CH:33]=[CH:3]/[S:4][C:5]1[CH:10]=[CH:9][C:8]([O:11][CH3:12])=[CH:7][CH:6]=1)([C:27]([CH3:28])([CH3:29])[CH3:30])([CH3:25])[CH3:26]. Procedure: Under the nitrogen atmosphere, 3.24g (11 mmole) of diethyl-p-methoxyphenylthiomethyl phosphonate was dissolved in 50 ml of anhydrous tetrahydrofuran and after lowering the reaction temperature to -78° C., 6.87 ml (11 mmole) of 1.6M n-BuLi was added to the mixture for ten minutes. The resultant mixture was agitated at the temperature of -78° C. for 30 minutes. At the same temperature, 1.87 g (10 mmole) of (2R)-2-(t-butyldimethylsilyloxy)propanal diluted with 10 ml of anhydrous tetrahydrofuran was... Starting materials: Clc1cccc(OC2CCN(Cc3ccccc3)C2)c1Cl, O=C(Cl)Cl, ClCc1ccccc1, c1ccccc1. Product: O=C(Cl)N1CCC(Oc2cccc(Cl)c2Cl)C1. As a reaction SMILES: [CH2:5]([c:6]1[cH:7][cH:8][cH:9][cH:10][cH:11]1)[N:12]1[CH2:13][CH:14]([O:17][c:18]2[c:19]([Cl:25])[c:20]([Cl:24])[cH:21][cH:22][cH:23]2)[CH2:15][CH2:16]1.[Cl:1][C:2]([Cl:3])=[O:4].[Cl:26][CH2:27][c:28]1[cH:29][cH:30][cH:31][cH:32][cH:33]1.[cH:34]1[cH:35][cH:36][cH:37][cH:38][cH:39]1>>[Cl:1][C:2](=[O:4])[N:12]1[CH2:13][CH:14]([O:17][c:18]2[c:19]([Cl:25])[c:20]([Cl:24])[cH:21][cH:22][cH:23]2)[CH2:15][CH2:16]1. Starting materials: OC=1C(=CC2=C(C=C(C(O2)=O)C(=O)O)C1)O (6,7-dihydroxy-2-oxo-2H-1-benzopyran-3-carboxylic acid), S(=O)(Cl)Cl (thionyl chloride). Reagents/catalysts: CN(C=O)C (dimethylformamide). Reaction conditions: time 2 hour. The product is OC=1C(=CC2=C(C=C(C(O2)=O)C(=O)Cl)C1)O (6,7-dihydroxy-2-oxo-2H-1-benzopyran-3-carbonyl chloride). RXN SMILES: [OH:1][C:2]1[C:3]([OH:16])=[CH:4][C:5]2[O:10][C:9](=[O:11])[C:8]([C:12](O)=[O:13])=[CH:7][C:6]=2[CH:15]=1.S(Cl)([Cl:19])=O>CN(C)C=O>[OH:1][C:2]1[C:3]([OH:16])=[CH:4][C:5]2[O:10][C:9](=[O:11])[C:8]([C:12]([Cl:19])=[O:13])=[CH:7][C:6]=2[CH:15]=1. Procedure details: A mixture of 6,7-dihydroxy-2-oxo-2H-1-benzopyran-3-carboxylic acid (110 mg), thionyl chloride (5 mL), and dimethylformamide (one drop) was stirred for 2 hours at room temperature. The excess thionyl chloride was distilled off in vacuo. Benzene (20 mL) was added, followed by vacuum distillation and vacuum drying, to yield 6,7-dihydroxy-2-oxo-2H-1-benzopyran-3-carbonyl chloride. Starting materials: CCOC(=O)Cc1cccc(Br)c1, CCOC(=O)C=P(c1ccccc1)(c1ccccc1)c1ccccc1, CC(C)C[Al+]CC(C)C, CC(C)C[AlH]CC(C)C, ClCCl, [H-]. The product is O=CCc1cccc(Br)c1. As a reaction SMILES: [Br:36][c:37]1[cH:38][c:39]([CH2:43][C:44](=[O:45])[O:46][CH2:47][CH3:48])[cH:40][cH:41][cH:42]1.[C:11]([CH:12]=[P:13]([c:14]1[cH:15][cH:16][cH:17][cH:18][cH:19]1)([c:20]1[cH:21][cH:22][cH:23][cH:24][cH:25]1)[c:26]1[cH:27][cH:28][cH:29][cH:30][cH:31]1)([O:32][CH2:33][CH3:34])=[O:35].[CH2:2]([Al+:3][CH2:4][CH:5]([CH3:6])[CH3:7])[CH:8]([CH3:9])[CH3:10].[CH3:49][CH:50]([CH2:51][AlH:52][CH2:53][CH:54]([CH3:55])[CH3:56])[CH3:57].[Cl:58][CH2:59][Cl:60].[H-:1]>>[Br:36][c:37]1[cH:38][c:39]([CH2:43][CH:44]=[O:45])[cH:40][cH:41][cH:42]1.